From a dataset of the Open Reaction Database (ORD), a public repository of structured organic reaction records. describe an organic reaction: reactants, conditions, products, and yield Reactants: O=C([O-])[O-], COc1cc2c(Nc3ccc(Cl)cc3F)ncnc2cc1O, N#Cc1cc(CCl)ccn1, Cl, [K+], [K+], CN(C)C=O, O. Yields the product COc1cc2c(Nc3ccc(Cl)cc3F)ncnc2cc1OCc1ccnc(C#N)c1. RXN SMILES: [C:34](=[O:35])([O-:36])[O-:37].[Cl:1][c:2]1[cH:3][c:4]([F:22])[c:5]([NH:6][c:7]2[n:8][cH:9][n:10][c:11]3[cH:12][c:13]([OH:19])[c:14]([O:17][CH3:18])[cH:15][c:16]23)[cH:20][cH:21]1.[Cl:24][CH2:25][c:26]1[cH:27][c:28]([C:32]#[N:33])[n:29][cH:30][cH:31]1.[ClH:23].[K+:38].[K+:39].[O:41]=[CH:42][N:43]([CH3:44])[CH3:45].[OH2:40]>>[Cl:1][c:2]1[cH:3][c:4]([F:22])[c:5]([NH:6][c:7]2[n:8][cH:9][n:10][c:11]3[cH:12][c:13]([O:19][CH2:25][c:26]4[cH:27][c:28]([C:32]#[N:33])[n:29][cH:30][cH:31]4)[c:14]([O:17][CH3:18])[cH:15][c:16]23)[cH:20][cH:21]1. Reactants: CC(C)C[Al+]CC(C)C, CCOC(=O)c1cnoc1-c1ccc(Cl)c(C)c1, Cl, [H-], C1CCOC1. Product: Cc1cc(-c2oncc2CO)ccc1Cl. RXN SMILES: [CH2:20]([Al+:21][CH2:22][CH:23]([CH3:24])[CH3:25])[CH:26]([CH3:27])[CH3:28].[Cl:1][c:2]1[c:3]([CH3:18])[cH:4][c:5](-[c:8]2[c:9]([C:13](=[O:14])[O:15][CH2:16][CH3:17])[cH:10][n:11][o:12]2)[cH:6][cH:7]1.[ClH:29].[H-:19].[O:30]1[CH2:31][CH2:32][CH2:33][CH2:34]1>>[Cl:1][c:2]1[c:3]([CH3:18])[cH:4][c:5](-[c:8]2[c:9]([CH2:13][OH:14])[cH:10][n:11][o:12]2)[cH:6][cH:7]1. The reactants are CC1(OB(OC1(C)C)C1=CC=C(C=C1)S(=O)(=O)C1=CC=CC=C1)C (4,4,5,5-tetramethyl-2-(4-(phenylsulfonyl)phenyl)-1,3,2-dioxaborolane), ClC1=NC=C(C=N1)C(C(F)(F)F)(C(F)(F)F)O ((2-chloro-5-pyrimidinyl)-1,1,1,3,3,3-hexafluoro-2-propanol), ClC1=NC=C(C=N1)C(C(F)(F)F)(C(F)(F)F)O ((2-chloro-5-pyrimidinyl)-1,1,1,3,3,3-hexafluoro-2-propanol), (1,1′-bis(diphenylphosphino)ferrocene)dichloropalladium, C([O-])([O-])=O.[Cs+].[Cs+] (cesium carbonate), COCCOC (DME). Run in O (water). Conditions: temperature 100 celsius. The product is FC(C(C(F)(F)F)(O)C=1C=NC(=NC1)C1=CC=C(C=C1)S(=O)(=O)C1=CC=CC=C1)(F)F (1,1,1,3,3,3-hexafluoro-2-(2-(4-(phenylsulfonyl)phenyl)-5-pyrimidinyl)-2-propanol). Isolated yield 71.1%. RXN SMILES: CC1(C)C(C)(C)OB([C:9]2[CH:14]=[CH:13][C:12]([S:15]([C:18]3[CH:23]=[CH:22][CH:21]=[CH:20][CH:19]=3)(=[O:17])=[O:16])=[CH:11][CH:10]=2)O1.Cl[C:26]1[N:31]=[CH:30][C:29]([C:32]([OH:41])([C:37]([F:40])([F:39])[F:38])[C:33]([F:36])([F:35])[F:34])=[CH:28][N:27]=1.C(=O)([O-])[O-].[Cs+].[Cs+].COCCOC>O>[F:36][C:33]([F:34])([F:35])[C:32]([C:29]1[CH:30]=[N:31][C:26]([C:9]2[CH:10]=[CH:11][C:12]([S:15]([C:18]3[CH:19]=[CH:20][CH:21]=[CH:22][CH:23]=3)(=[O:16])=[O:17])=[CH:13][CH:14]=2)=[N:27][CH:28]=1)([OH:41])[C:37]([F:40])([F:39])[F:38] |f:2.3.4|. Reported procedure: A glass microwave reaction vessel was charged with 4,4,5,5-tetramethyl-2-(4-(phenylsulfonyl)phenyl)-1,3,2-dioxaborolane (196 mg, 0.57 mmol, Example 17, Step 2), 2-(2-chloropyrimidin-5-yl)-1,1,1,3,3,3-hexafluoropropan-2-ol (145 mg, 0.52 mmol, Intermediate D), (1,1′-bis(diphenylphosphino)ferrocene)dichloropalladium (24 mg, 0.03 mmol, Strem Chemical Inc, Newburyport, Mass.), cesium carbonate (0.51 g, 1.56 mmol, Sigma-Aldrich, St. Louis, Mo.), DME (1 mL), and water (0.1 mL). The reaction mixture was... The reactants are COC(=O)C1CN(CCSc2ccccc2F)CCC1CCCc1ccnc2ccc(OC)cc12, CO, CC(C)OC(C)C, Cl, [Na+], [OH-], O. Yields the product COc1ccc2nccc(CCCC3CCN(CCSc4ccccc4F)CC3C(=O)O)c2c1, Cl. As a reaction SMILES: [CH3:1][O:2][c:3]1[cH:4][c:5]2[c:6]([CH2:13][CH2:14][CH2:15][CH:16]3[CH:17]([C:32](=[O:33])[O:34][CH3:35])[CH2:18][N:19]([CH2:22][CH2:23][S:24][c:25]4[c:26]([F:31])[cH:27][cH:28][cH:29][cH:30]4)[CH2:20][CH2:21]3)[cH:7][cH:8][n:9][c:10]2[cH:11][cH:12]1.[CH3:39][OH:40].[CH:42]([O:43][CH:44]([CH3:45])[CH3:46])([CH3:47])[CH3:48].[ClH:38].[Na+:37].[OH-:36].[OH2:41]>>[CH3:1][O:2][c:3]1[cH:4][c:5]2[c:6]([CH2:13][CH2:14][CH2:15][CH:16]3[CH:17]([C:32](=[O:33])[OH:34])[CH2:18][N:19]([CH2:22][CH2:23][S:24][c:25]4[c:26]([F:31])[cH:27][cH:28][cH:29][cH:30]4)[CH2:20][CH2:21]3)[cH:7][cH:8][n:9][c:10]2[cH:11][cH:12]1.[ClH:38]. The product is CC(C)(C)[Si](C)(C)OC1CC(CO)N(Cc2ccccc2)C1. Reactants: [BH4-], COC(=O)C1CC(O[Si](C)(C)C(C)(C)C)CN1Cc1ccccc1, CCO, [Cl-], [Cl-], Cl, [Li+], [Na+], [Na+], [Na+], C1CCOC1, [OH-]. As a reaction SMILES: [BH4-:1].[CH2:5]([c:6]1[cH:7][cH:8][cH:9][cH:10][cH:11]1)[N:12]1[CH:13]([C:25](=[O:26])[O:27][CH3:28])[CH2:14][CH:15]([O:17][Si:18]([CH3:19])([CH3:20])[C:21]([CH3:22])([CH3:23])[CH3:24])[CH2:16]1.[CH3:39][CH2:40][OH:41].[Cl-:33].[Cl-:4].[ClH:29].[Li+:3].[Na+:2].[Na+:31].[Na+:32].[O:34]1[CH2:35][CH2:36][CH2:37][CH2:38]1.[OH-:30]>>[CH2:5]([c:6]1[cH:7][cH:8][cH:9][cH:10][cH:11]1)[N:12]1[CH:13]([CH2:25][OH:26])[CH2:14][CH:15]([O:17][Si:18]([CH3:19])([CH3:20])[C:21]([CH3:22])([CH3:23])[CH3:24])[CH2:16]1. The reactants are CN1C(CCCC1)=O (N-methyl piperidone), O (water), C(CCC)[Li] (Butyllithium), BrC1=C(C(=O)O)C=C(C=C1)Br (2,5-Dibromo-benzoic acid). The solvent is CCCCCC (hexane), CCOCC (ether), C1CCOC1 (THF). Run at temperature -78 celsius, time 2 hour. Product: BrC1=CC2=C(C=C1)C1(CCN(CC1)C)OC2=O (5-Bromo-1′-methyl-3H-spiro[2-benzofuran-1,4′-piperidin]-3-one). The yield is 19.7%. Reaction SMILES: C([Li])CCC.Br[C:7]1[CH:15]=[CH:14][C:13]([Br:16])=[CH:12][C:8]=1[C:9]([OH:11])=[O:10].[CH3:17][N:18]1[CH2:23][CH2:22][CH2:21][CH2:20][C:19]1=O.O>C1COCC1.CCCCCC.CCOCC>[Br:16][C:13]1[CH:14]=[CH:15][C:7]2[C:21]3([O:11][C:9](=[O:10])[C:8]=2[CH:12]=1)[CH2:22][CH2:23][N:18]([CH3:17])[CH2:19][CH2:20]3. Reported procedure: Butyllithium (97.2 ml of 1.47 M solution in hexane, 143 mmol) was added dropwise to a solution of 2,5-Dibromo-benzoic acid (20 g, 72 mmol) in dry THF (300 ml) at −78° C. over a period of 3.5 h under a nitrogen atmosphere. The reaction mixture was stirred at −78° C. for 2 h. A solution of N-methyl piperidone (11.31 g, 99 mmol) in hexane (40 mL) was added dropwise during 30 min to the reaction mixture at −78° C. The reaction mixture was allowed to come to room temperature and stirring was continue... Starting materials: O (water), C(C)(C)C=1C=C(C=O)C=C(C1O)C(C)C (3,5-diisopropy-4-hydroxylbenzaldehyde), N1=C(C=CC=C1)S(=O)(=O)CC#N (2-pyridinesulfonlyacetonitrile), N1CCCCC1 (piperidine). Run in C(C)O (ethanol). Conditions: time 2 hour. The product is C(C)(C)C=1C=C(C=C(C1O)C(C)C)C=C(C#N)S(=O)(=O)C1=NC=CC=C1 (3,5-diisopropyl-4-hydroxyphenyl-2-[(pyrid-2-yl)sulfonyl]acrylonitrile). The yield is 43.0%. Reaction SMILES: [CH:1]([C:4]1[CH:5]=[C:6]([CH:9]=[C:10]([CH:13]([CH3:15])[CH3:14])[C:11]=1[OH:12])[CH:7]=O)([CH3:3])[CH3:2].[N:16]1[CH:21]=[CH:20][CH:19]=[CH:18][C:17]=1[S:22]([CH2:25][C:26]#[N:27])(=[O:24])=[O:23].N1CCCCC1.O>C(O)C>[CH:1]([C:4]1[CH:5]=[C:6]([CH:7]=[C:25]([S:22]([C:17]2[CH:18]=[CH:19][CH:20]=[CH:21][N:16]=2)(=[O:24])=[O:23])[C:26]#[N:27])[CH:9]=[C:10]([CH:13]([CH3:15])[CH3:14])[C:11]=1[OH:12])([CH3:3])[CH3:2]. Procedure details: A solution of 450 mg (2.2 mmole) of 3,5-diisopropy-4-hydroxylbenzaldehyde and 400 mg (2.2 mmole) of 2-pyridinesulfonlyacetonitrile (Lancaster catalog number 7114) in 10 ml of ethanol was refluxed with few drop of piperidine for 3 hours. The reaction was then cooled to room temperature and added with about 5 ml of water until crystallization began. After standing at 0° C. for 2 hours, all the solid was collected and dried by suction filtration to provide 350 mg M26 (0.95 mmole, 43% yield) as an o...